Task: describe an organic reaction: reactants, conditions, products, and yield. Dataset: the Open Reaction Database (ORD), a public repository of structured organic reaction records Reactants: C(C(C)(C)C)(=O)OC[C@H](C=1C(=C2C=CC(NC2=CC1C)=O)C1=CC=C(C=C1)Cl)OC(C)(C)C ((S)-2-tert-butoxy-2-(5-(4-chlorophenyl)-7-methyl-2-oxo-1,2-dihydroquinolin-6-yl)ethyl pivalate), [H-].[Na+] (sodium hydride), C(C)(C)(C)O[C@H](C(=O)O)C=1C(=C2C=CC=3N(C2=CC1C)N=NN3)C3=CC=C(C=C3)Cl ((S)-2-tert-butoxy-2-(6-(4-chlorophenyl)-8-methyltetrazolo[1,5-a]quinolin-7-yl)acetic acid). The solvent is CN(C)C=O (DMF). Conditions: time 30 minute. Yields the product C(C1=CC=CC=C1)OC1=NC2=CC(=C(C(=C2C=C1)C1=CC=C(C=C1)Cl)[C@@H](CO)OC(C)(C)C)C ((S)-2-(2-(benzyloxy)-5-(4-chlorophenyl)-7-methylquinolin-6-yl)-2-tert-butoxyethanol). Yield: 21.7%. RXN SMILES: C([O:7][CH2:8][C@@H:9]([O:29][C:30]([CH3:33])([CH3:32])[CH3:31])[C:10]1[C:11]([C:22]2[CH:27]=[CH:26][C:25]([Cl:28])=[CH:24][CH:23]=2)=[C:12]2[C:17](=[CH:18][C:19]=1[CH3:20])[NH:16][C:15](=O)[CH:14]=[CH:13]2)(=O)C(C)(C)C.[H-].[Na+].C([O:40][C@@H:41]([C:45]1[C:46](C2C=CC(Cl)=CC=2)=[C:47]2[C:52](=[CH:53][C:54]=1C)N1N=NN=C1C=C2)C(O)=O)(C)(C)C>CN(C=O)C>[CH2:41]([O:40][C:15]1[CH:14]=[CH:13][C:12]2[C:17](=[CH:18][C:19]([CH3:20])=[C:10]([C@H:9]([O:29][C:30]([CH3:32])([CH3:33])[CH3:31])[CH2:8][OH:7])[C:11]=2[C:22]2[CH:27]=[CH:26][C:25]([Cl:28])=[CH:24][CH:23]=2)[N:16]=1)[C:45]1[CH:46]=[CH:47][CH:52]=[CH:53][CH:54]=1 |f:1.2|. Procedure: To the solution of (S)-2-tert-butoxy-2-(5-(4-chlorophenyl)-7-methyl-2-oxo-1,2-dihydroquinolin-6-yl)ethyl pivalate (8J) (16 mg, 0.03 mmol) in DMF (1 mL) was added sodium hydride (7 mg, 60% oil, 0.17 mmol). The mixture was stirred for 30 minutes, and benzyl bromide (64, 0.05 mmol) was added. The mixture was stirred another 90 minutes, and was quenched with water, and left for 12 hours. The mixture was extracted with ethyl acetate, and the organic layer was washed with water and brine, and dried ov... The reactants are O=C(c1ncc[nH]1)c1ncc[nH]1, C1CCOC1, COc1cccc(C(CN)C(C)C)c1, O=C(O)Cc1c(Cl)cncc1Cl. The product is COc1cccc(C(CNC(=O)Cc2c(Cl)cncc2Cl)C(C)C)c1. As a reaction SMILES: [C:13]([c:14]1[nH:15][cH:16][cH:17][n:18]1)([c:19]1[nH:20][cH:21][cH:22][n:23]1)=[O:24].[CH2:39]1[O:40][CH2:41][CH2:42][CH2:43]1.[CH3:25][O:26][c:27]1[cH:28][c:29]([CH:33]([CH2:34][NH2:35])[CH:36]([CH3:37])[CH3:38])[cH:30][cH:31][cH:32]1.[Cl:1][c:2]1[cH:3][n:4][cH:5][c:6]([Cl:12])[c:7]1[CH2:8][C:9](=[O:10])[OH:11]>>[Cl:1][c:2]1[cH:3][n:4][cH:5][c:6]([Cl:12])[c:7]1[CH2:8][C:9](=[O:11])[NH:35][CH2:34][CH:33]([c:29]1[cH:28][c:27]([O:26][CH3:25])[cH:32][cH:31][cH:30]1)[CH:36]([CH3:37])[CH3:38]. The reactants are C(C)(=O)Cl (acetyl chloride), C(C=C)C1C(C=CC1(C)O)=O (2-allyl-3-hydroxy-3-methyl-4-cyclopentenone), N1=CC=CC=C1 (pyridine), ClCC(=O)Cl (chloroacetyl chloride). Solvent: O (water), ClCCl (dichloromethane). Reaction conditions: time 3 hour. Yields the product C(C=C)C1C(C=CC1(C)OC(CCl)=O)=O (2-allyl-3-chloroacetyloxy-3-methyl-4-cyclopentenone). The yield is 90.6%. RXN SMILES: [CH2:1]([CH:4]1[C:8]([OH:10])([CH3:9])[CH:7]=[CH:6][C:5]1=[O:11])[CH:2]=[CH2:3].N1C=CC=CC=1.[Cl:18][CH2:19][C:20](Cl)=[O:21].C(Cl)(=O)C>O.ClCCl>[CH2:1]([CH:4]1[C:8]([O:10][C:20](=[O:21])[CH2:19][Cl:18])([CH3:9])[CH:7]=[CH:6][C:5]1=[O:11])[CH:2]=[CH2:3]. Procedure details: Into the same flask as in Example 1, dl-2-allyl-3-hydroxy-3-methyl-4-cyclopentenone (15.2 g), pyridine (15 g) and dichloromethane (150 g) were charged, and chloroacetyl chloride (22.5 g) was dropwise added thereto at a temperature from 10° to 15° C. in 3 hours. Then, stirring was continued at room temperature for 24 hours. To the reaction mixture kept below 10° C., water (50 ml) was added to decompose excess of acetyl chloride. The resulting mixture was treated as in Example 1. The residue was p... Starting materials: CC=1C(N=C=O)=CC(N=C=O)=CC1 (toluene diisocyanate), [Si](O)(O)(O)O.C(CCCO)O (1,4-butanediol silicate). Yields the product [Si](O)(O)(O)O.C(CCC)(O)O.CC=1C(N=C=O)=CC(N=C=O)=CC1 (toluene diisocyanate butanediol silicate). Reaction SMILES: [CH3:1][C:2]1[C:3](=[CH:7][C:8](=[CH:12][CH:13]=1)[N:9]=[C:10]=[O:11])[N:4]=[C:5]=[O:6].[Si:14]([OH:18])([OH:17])([OH:16])[OH:15].[CH2:19](O)[CH2:20][CH2:21][CH2:22][OH:23]>>[Si:14]([OH:18])([OH:17])([OH:16])[OH:15].[CH:22]([OH:23])([OH:6])[CH2:21][CH2:20][CH3:19].[CH3:1][C:2]1[C:3](=[CH:7][C:8](=[CH:12][CH:13]=1)[N:9]=[C:10]=[O:11])[N:4]=[C:5]=[O:6] |f:1.2,3.4.5|. Procedure details: 30 parts by weight of toluene diisocyanate are slowly added and mixed with the said 1,4-butanediol silicate powder, thereby rapidly forming a light tan, solid polymer, poly(toluene diisocyanate butanediol silicate). Reactants: C(C1=CC=CC=C1)(=O)NC1=CC=C(C=C1)C1=CC=C2CN(C(C2=C1)=O)[C@H](C(=O)OC)C(C)C ((S)-Methyl 2-(6-(4-benzamidophenyl)-1-oxoisoindolin-2-yl)-3-methylbutanoate), NC1=CC=C(C=C1)C1=CC=C2CN(C(C2=C1)=O)[C@H](C(=O)OC)C(C)C ((S)-Methyl 2-(6-(4-aminophenyl)-1-oxoisoindolin-2-yl)-3-methylbutanoate), ClC1=C(C(=O)Cl)C(=CC=C1)Cl (2,6-dichloro benzoyl chloride). Product: ClC1=C(C(=O)NC2=CC=C(C=C2)C2=CC=C3CN(C(C3=C2)=O)[C@H](C(=O)OC)C(C)C)C(=CC=C1)Cl ((S)-Methyl 2-(6-(4-(2,6-dichlorobenzamido)phenyl)-1-oxoisoindolin-2-yl)-3-methylbutanoate). The yield is 78.0%. RXN SMILES: C(NC1C=CC(C2C=C3C(CN([C@@H](C(C)C)C(OC)=O)C3=O)=CC=2)=CC=1)(=O)C1C=CC=CC=1.[NH2:34][C:35]1[CH:40]=[CH:39][C:38]([C:41]2[CH:49]=[C:48]3[C:44]([CH2:45][N:46]([C@@H:51]([CH:56]([CH3:58])[CH3:57])[C:52]([O:54][CH3:55])=[O:53])[C:47]3=[O:50])=[CH:43][CH:42]=2)=[CH:37][CH:36]=1.[Cl:59][C:60]1[CH:68]=[CH:67][CH:66]=[C:65]([Cl:69])[C:61]=1[C:62](Cl)=[O:63]>>[Cl:59][C:60]1[CH:68]=[CH:67][CH:66]=[C:65]([Cl:69])[C:61]=1[C:62]([NH:34][C:35]1[CH:36]=[CH:37][C:38]([C:41]2[CH:49]=[C:48]3[C:44]([CH2:45][N:46]([C@@H:51]([CH:56]([CH3:58])[CH3:57])[C:52]([O:54][CH3:55])=[O:53])[C:47]3=[O:50])=[CH:43][CH:42]=2)=[CH:39][CH:40]=1)=[O:63]. Procedure: The compound of example 129 was prepared analogous to compound of example 97 by reaction of compound of example 6 with 2,6-dichloro benzoyl chloride. Reactants: C([O-])([O-])=O.[K+].[K+] (potassium carbonate), COC1=CC=C(C=C1)[C@@H]1SC2=C(NC([C@@H]1O)=O)C=CC=C2 ((+)-cis-2-(4-methoxyphenyl)-3-hydroxy-2,3-dihydro-1,5-benzothiazepin-4(5H)-one), Cl.CN(CCC)CCCl (2-(N-methyl-N-n-propylamino)ethyl chloride hydrochloride). Run in CC(=O)C (acetone). Run at time 8 hour. Product: COC1=CC=C(C=C1)[C@@H]1SC2=C(N(C([C@@H]1O)=O)CCN(CCC)C)C=CC=C2 ((+)-cis-2-(4-methoxyphenyl)-3-hydroxy-5-[2-(N-methyl-N-n-propylamino)ethyl]-2,3-dihydro-1,5-benzothiazepin-4(5H)-one). The yield is 92.5%. RXN SMILES: C(=O)([O-])[O-].[K+].[K+].[CH3:7][O:8][C:9]1[CH:14]=[CH:13][C:12]([C@H:15]2[C@@H:21]([OH:22])[C:20](=[O:23])[NH:19][C:18]3[CH:24]=[CH:25][CH:26]=[CH:27][C:17]=3[S:16]2)=[CH:11][CH:10]=1.Cl.[CH3:29][N:30]([CH2:34][CH2:35]Cl)[CH2:31][CH2:32][CH3:33]>CC(C)=O>[CH3:7][O:8][C:9]1[CH:10]=[CH:11][C:12]([C@H:15]2[C@@H:21]([OH:22])[C:20](=[O:23])[N:19]([CH2:35][CH2:34][N:30]([CH3:29])[CH2:31][CH2:32][CH3:33])[C:18]3[CH:24]=[CH:25][CH:26]=[CH:27][C:17]=3[S:16]2)=[CH:13][CH:14]=1 |f:0.1.2,4.5|. Procedure details: 5.05 g of potassium carbonate are added to a mixture of 10.0 g of (+)-cis-2-(4-methoxyphenyl)-3-hydroxy-2,3-dihydro-1,5-benzothiazepin-4(5H)-one, 6.57 g of 2-(N-methyl-N-n-propylamino)ethyl chloride hydrochloride and 100 ml of acetone. The mixture is refluxed under stirring overnight. After the reaction, the mixture is treated in the same manner as described in Example 28-(1). 12.3 g of (+)-cis-2-(4-methoxyphenyl)-3-hydroxy-5-[2-(N-methyl-N-n-propylamino)ethyl]-2,3-dihydro-1,5-benzothiazepin-4(5... Starting materials: S(=O)(=O)(C1=CC=C(C)C=C1)Cl (tosyl chloride), S(=O)(=O)(C1=CC=C(C)C=C1)Cl (tosyl chloride), CN(C)C1=NC=CC=C1 (dimethylamino-pyridine), OCCOCCOC1=CC=C(C=C1)[C@@H]1C2=C3CCC(C=C3CC[C@H]2[C@@H]2CCC([C@@]2(C)C1)=O)=O (11beta-[4-[2-(2-hydroxyethoxy)ethoxy]phenyl]estra-4,9-diene-3,17-dione). The solvent is N1=CC=CC=C1 (pyridine). Reaction conditions: time 30 minute. Yields the product CC1=CC=C(C=C1)S(=O)(=O)OCCOCCOC1=CC=C(C=C1)[C@@H]1C2=C3CCC(C=C3CC[C@H]2[C@@H]2CCC([C@@]2(C)C1)=O)=O (11beta-[4-[2-[2-[(4-methylbenzenesulphonyl)oxy]ethoxy]ethoxy]phenyl]estra-4,9-diene-3,17-dione). Yield: 76.7%. RXN SMILES: [S:1](Cl)([C:4]1[CH:10]=[CH:9][C:7]([CH3:8])=[CH:6][CH:5]=1)(=[O:3])=[O:2].CN(C1C=CC=CN=1)C.[OH:21][CH2:22][CH2:23][O:24][CH2:25][CH2:26][O:27][C:28]1[CH:33]=[CH:32][C:31]([C@H:34]2[CH2:51][C@@:49]3([CH3:50])[C@@H:45]([CH2:46][CH2:47][C:48]3=[O:52])[C@H:44]3[C:35]2=[C:36]2[C:41]([CH2:42][CH2:43]3)=[CH:40][C:39](=[O:53])[CH2:38][CH2:37]2)=[CH:30][CH:29]=1>N1C=CC=CC=1>[CH3:8][C:7]1[CH:9]=[CH:10][C:4]([S:1]([O:21][CH2:22][CH2:23][O:24][CH2:25][CH2:26][O:27][C:28]2[CH:33]=[CH:32][C:31]([C@H:34]3[CH2:51][C@@:49]4([CH3:50])[C@@H:45]([CH2:46][CH2:47][C:48]4=[O:52])[C@H:44]4[C:35]3=[C:36]3[C:41]([CH2:42][CH2:43]4)=[CH:40][C:39](=[O:53])[CH2:38][CH2:37]3)=[CH:30][CH:29]=2)(=[O:3])=[O:2])=[CH:5][CH:6]=1. Procedure: 320 mg of tosyl chloride and 70 mg of dimethylamino-pyridine are added to 690 mg of the product obtained in Stage D in 5 cm3 of pyridine, then two lots of 115 mg of tosyl chloride is added again. Agitation is carried out for 2 hours and 30 minutes, followed by acidifying with 6N hydrochloric acid, extraction with ethyl acetate, washing with an aqueous solution of sodium bicarbonate, with salt water, drying and evaporating the solvent under reduced pressure, the residue is chromatographed on sili...